Dataset: the Open Reaction Database (ORD), a public repository of structured organic reaction records. Task: describe an organic reaction: reactants, conditions, products, and yield Reactants: CC(=O)Cl, CCOC(C)=O, CCN(C(C)C)C(C)C, ClCCl, CC(C)(C)OC(=O)NC(CN)c1cccc(C(F)(F)F)c1. Product: CC(=O)NCC(NC(=O)OC(C)(C)C)c1cccc(C(F)(F)F)c1. As a reaction SMILES: [CH3:31][C:32]([Cl:33])=[O:34].[CH3:38][CH2:39][O:40][C:41](=[O:42])[CH3:43].[CH:22]([N:23]([CH2:24][CH3:25])[CH:26]([CH3:27])[CH3:28])([CH3:29])[CH3:30].[Cl:35][CH2:36][Cl:37].[NH2:1][CH2:2][CH:3]([c:4]1[cH:5][c:6]([C:10]([F:11])([F:12])[F:13])[cH:7][cH:8][cH:9]1)[NH:14][C:15]([O:16][C:17]([CH3:18])([CH3:19])[CH3:20])=[O:21]>>[NH:1]([CH2:2][CH:3]([c:4]1[cH:5][c:6]([C:10]([F:11])([F:12])[F:13])[cH:7][cH:8][cH:9]1)[NH:14][C:15]([O:16][C:17]([CH3:18])([CH3:19])[CH3:20])=[O:21])[C:32]([CH3:31])=[O:34]. The reactants are COc1ccc(CO)cc1S(=O)(=O)N(C)C, ClCCl, O=S(Cl)Cl. Product: COc1ccc(CCl)cc1S(=O)(=O)N(C)C. RXN SMILES: [CH3:1][N:2]([S:3](=[O:4])(=[O:5])[c:6]1[cH:7][c:8]([CH2:9][OH:10])[cH:11][cH:12][c:13]1[O:14][CH3:15])[CH3:16].[Cl:21][CH2:22][Cl:23].[S:17]([Cl:18])([Cl:19])=[O:20]>>[CH3:1][N:2]([S:3](=[O:4])(=[O:5])[c:6]1[cH:7][c:8]([CH2:9][Cl:19])[cH:11][cH:12][c:13]1[O:14][CH3:15])[CH3:16]. The reactants are C1CCC(CC1)N=C=NC2CCCCC2 (DCC), CC1=CC=C(C=C1)S(=O)(=O)N(CC(C)C)[C@@H](CCCCNC(=O)[C@H](CC2=CC=CC=C2)NS(=O)(=O)C3=CC=CS3)C(=O)O (Nα-isobutyl-Nα-(4-methylbenzenesulfonyl)-Nε-[N′α-(2-thiophenesulfonyl)-L-phenylalanyl]-L-lysine). The solvent is CO (MeOH). Run at time 2 hour. The product is CC1=CC=C(C=C1)S(=O)(=O)N(CC(C)C)[C@@H](CCCCNC(=O)[C@H](CC2=CC=CC=C2)NS(=O)(=O)C3=CC=CS3)C(=O)OC (Nα-isobutyl-Nα-(4-methylbenzenesulfonyl)-Nε-[N′α-(2-thiophenesulfonyl)-L-phenylalanyl]-L-lysine methyl ester), methyl ester. Yield: 22.0%. Reaction SMILES: [CH3:1][C:2]1[CH:7]=[CH:6][C:5]([S:8]([N:11]([C@H:16]([C:41]([OH:43])=[O:42])[CH2:17][CH2:18][CH2:19][CH2:20][NH:21][C:22]([C@@H:24]([NH:32][S:33]([C:36]2[S:40][CH:39]=[CH:38][CH:37]=2)(=[O:35])=[O:34])[CH2:25][C:26]2[CH:31]=[CH:30][CH:29]=[CH:28][CH:27]=2)=[O:23])[CH2:12][CH:13]([CH3:15])[CH3:14])(=[O:10])=[O:9])=[CH:4][CH:3]=1.[CH2:44]1CCC(N=C=NC2CCCCC2)CC1>CO>[CH3:1][C:2]1[CH:3]=[CH:4][C:5]([S:8]([N:11]([C@H:16]([C:41]([O:43][CH3:44])=[O:42])[CH2:17][CH2:18][CH2:19][CH2:20][NH:21][C:22]([C@@H:24]([NH:32][S:33]([C:36]2[S:40][CH:39]=[CH:38][CH:37]=2)(=[O:34])=[O:35])[CH2:25][C:26]2[CH:31]=[CH:30][CH:29]=[CH:28][CH:27]=2)=[O:23])[CH2:12][CH:13]([CH3:15])[CH3:14])(=[O:9])=[O:10])=[CH:6][CH:7]=1. Procedure: The title compound was prepared by treating Nα-isobutyl-Nα-(4-methylbenzenesulfonyl)-Nε-[N′α-(2-thiophenesulfonyl)-L-phenylalanyl]-L-lysine (60 mg, 0.1 mmol, example 24) dissolved in MeOH (2 mL) with DCC (1 eq.). The reaction mixture was stirred at room temperature for a period of 2 h. Filtration and evaporation of the solvent followed by HPLC purification gave the desired methyl ester (15 mg, 22%). Starting materials: Cl.CN1C(=NC2=C1C=C(C=C2)SC)COC2=CC=C(C=C2)CC(C(=S)OC)C (methyl 3-[4-(1-methyl-6-methylthio-1H-benzimidazol-2-ylmethoxy)phenyl]-2-methylthiopropionate hydrochloride), Cl (hydrochloric acid). The solvent is O1CCOCC1 (1,4-dioxane). Product: Cl.CN1C(=NC2=C1C=C(C=C2)SC)COC2=CC=C(C=C2)CC(C(=S)O)C (3-[4-(1-methyl-6-methylthio-1H-benzimidazol-2-ylmethoxy)phenyl]-2-methylthiopropionic acid hydrochloride). The yield is 90.2%. Reaction SMILES: [ClH:1].[CH3:2][N:3]1[C:7]2[CH:8]=[C:9]([S:12][CH3:13])[CH:10]=[CH:11][C:6]=2[N:5]=[C:4]1[CH2:14][O:15][C:16]1[CH:21]=[CH:20][C:19]([CH2:22][CH:23]([CH3:28])[C:24]([O:26]C)=[S:25])=[CH:18][CH:17]=1.Cl>O1CCOCC1>[ClH:1].[CH3:2][N:3]1[C:7]2[CH:8]=[C:9]([S:12][CH3:13])[CH:10]=[CH:11][C:6]=2[N:5]=[C:4]1[CH2:14][O:15][C:16]1[CH:21]=[CH:20][C:19]([CH2:22][CH:23]([CH3:28])[C:24]([OH:26])=[S:25])=[CH:18][CH:17]=1 |f:0.1,4.5|. Procedure details: A mixture of methyl 3-[4-(1-methyl-6-methylthio-1H-benzimidazol-2-ylmethoxy)phenyl]-2-methylthiopropionate hydrochloride (5.75 g), concentrated hydrochloric acid (100 ml) and 1,4-dioxane (100 ml) was heated at reflux for 90 minutes. The reaction mixture was concentrated to dryness. To the residue was added tetrahydrofuran and the mixture was irradiated with ultrasonic waves. The insoluble material was isolated by filtration, washed with ethyl acetate, dissolved in N,N-dimethylformamide and repre...